Dataset: the Open Reaction Database (ORD), a public repository of structured organic reaction records. Task: describe an organic reaction: reactants, conditions, products, and yield Starting materials: CN1N=CC(=C1OC1=CC=CC=C1)C=O (1-methyl-5-phenoxypyrazole-4-carbaldehyde), NOCC1=CC=C(C(=O)OC(C)(C)C)C=C1 (tert-butyl 4-aminooxymethylbenzoate). Solvent: C(C)O (ethanol), C(C)O (ethanol). Yields the product CN1N=CC(=C1OC1=CC=CC=C1)C=NOCC1=CC=C(C(=O)OC(C)(C)C)C=C1 (Tert-butyl 4-[(1-methyl-5-phenoxypyrazol-4-yl)methyleneaminooxymethyl]benzoate). The yield is 80.1%. As a reaction SMILES: [CH3:1][N:2]1[C:6]([O:7][C:8]2[CH:13]=[CH:12][CH:11]=[CH:10][CH:9]=2)=[C:5]([CH:14]=O)[CH:4]=[N:3]1.[NH2:16][O:17][CH2:18][C:19]1[CH:31]=[CH:30][C:22]([C:23]([O:25][C:26]([CH3:29])([CH3:28])[CH3:27])=[O:24])=[CH:21][CH:20]=1>C(O)C>[CH3:1][N:2]1[C:6]([O:7][C:8]2[CH:9]=[CH:10][CH:11]=[CH:12][CH:13]=2)=[C:5]([CH:14]=[N:16][O:17][CH2:18][C:19]2[CH:31]=[CH:30][C:22]([C:23]([O:25][C:26]([CH3:27])([CH3:28])[CH3:29])=[O:24])=[CH:21][CH:20]=2)[CH:4]=[N:3]1. Procedure details: 1.0 Gram (0.0049 mole) of 1-methyl-5-phenoxypyrazole-4-carbaldehyde and 1.1 g (0.0049 mole) of tert-butyl 4-aminooxymethylbenzoate were added to 20 ml of ethanol, and the resulting mixture was heated under reflux to carry out reaction. After completion of the reaction, ethanol was removed by evaporation, after which water was added to the residue and extraction was carried out with ethyl acetate. The ethyl acetate extract was washed with water and dried, and ethyl acetate was removed by evaporat... Reactants: C(C)OC(=O)C=1NC(=C2C=C(C=CC12)Cl)C1=CC=CC=C1 (5-chloro-3-phenylisoindole-1-carboxylic acid ethyl ester), ice water, [Cl-].[Na+] (sodium chloride), [H-].[Na+] (sodium hydride), BrCCCCBr (1,4-dibromobutane). The solvent is CN(C=O)C (dimethylformamide). Conditions: temperature 60 celsius, time 30 minute. Product: C(C)OC(=O)C=1N(C(=C2C=C(C=CC12)Cl)C1=CC=CC=C1)CCCCBr (2-(4-bromobutyl)-5-chloro-3-phenylisoindole-1-carboxylic acid ethyl ester). As a reaction SMILES: [CH2:1]([O:3][C:4]([C:6]1[NH:7][C:8]([C:16]2[CH:21]=[CH:20][CH:19]=[CH:18][CH:17]=2)=[C:9]2[C:14]=1[CH:13]=[CH:12][C:11]([Cl:15])=[CH:10]2)=[O:5])[CH3:2].[H-].[Na+].[Br:24][CH2:25][CH2:26][CH2:27][CH2:28]Br.[Cl-].[Na+]>CN(C)C=O>[CH2:1]([O:3][C:4]([C:6]1[N:7]([CH2:28][CH2:27][CH2:26][CH2:25][Br:24])[C:8]([C:16]2[CH:21]=[CH:20][CH:19]=[CH:18][CH:17]=2)=[C:9]2[C:14]=1[CH:13]=[CH:12][C:11]([Cl:15])=[CH:10]2)=[O:5])[CH3:2] |f:1.2,4.5|. Reported procedure: A solution of 12.0 g. of 5-chloro-3-phenylisoindole-1-carboxylic acid ethyl ester in 240 ml. of dimethylformamide is treated under nitrogen at -10° C. with 0.08 mol. of sodium hydride (3.5 g. of a 55% dispersion in mineral oil) and stirred in an ice-bath for 30 minutes. Then, there are added thereto at -10° C. 26.0 g. of 1,4-dibromobutane in one batch; the mixture is thereafter stirred at room temperature for 1 hour and subsequently heated at 60° C. for 18 hours. After cooling, the mixture is po... Reactants: [Cl-].O[NH3+] (hydroxylammonium chloride), C(O)([O-])=O.[Na+] (sodium hydrogen carbonate), CS(=O)C (dimethyl sulfoxide), CC1(OC2=C(C1)C=C(C=C2)N2C(=NC(=C(C2=O)CC2=CC(=C(C=C2)C=2C(=CC=CC2)C#N)F)CCC)C)C (4′-{[1-(2,2-dimethyl-2,3-dihydro-1-benzofuran-5-yl)-2-methyl-6-oxo-4-propyl-1,6-dihydropyrimidin-5-yl]methyl}-2′-fluorobiphenyl-2-carbonitrile). The solvent is C(C)(=O)OCC (ethyl acetate). Reaction conditions: temperature 40 celsius, time 30 minute. Yields the product CC1(OC2=C(C1)C=C(C=C2)N2C(=NC(=C(C2=O)CC2=CC(=C(C=C2)C2=C(C=CC=C2)C2=NOC(N2)=O)F)CCC)C)C (3-(2,2-dimethyl-2,3-dihydro-1-benzofuran-5-yl)-5-{[2-fluoro-2′-(5-oxo-4,5-dihydro-1,2,4-oxadiazol-3-yl)biphenyl-4-yl]methyl}-2-methyl-6-propylpyrimidin-4(3H)-one). Yield: 54.8%. RXN SMILES: [Cl-].O[NH3+:3].[C:4](=[O:7])([O-])[OH:5].[Na+].CS(C)=O.[CH3:13][C:14]1([CH3:50])[CH2:18][C:17]2[CH:19]=[C:20]([N:23]3[C:28](=[O:29])[C:27]([CH2:30][C:31]4[CH:36]=[CH:35][C:34]([C:37]5[C:38]([C:43]#[N:44])=[CH:39][CH:40]=[CH:41][CH:42]=5)=[C:33]([F:45])[CH:32]=4)=[C:26]([CH2:46][CH2:47][CH3:48])[N:25]=[C:24]3[CH3:49])[CH:21]=[CH:22][C:16]=2[O:15]1>C(OCC)(=O)C>[CH3:13][C:14]1([CH3:50])[CH2:18][C:17]2[CH:19]=[C:20]([N:23]3[C:28](=[O:29])[C:27]([CH2:30][C:31]4[CH:36]=[CH:35][C:34]([C:37]5[CH:42]=[CH:41][CH:40]=[CH:39][C:38]=5[C:43]5[NH:3][C:4](=[O:7])[O:5][N:44]=5)=[C:33]([F:45])[CH:32]=4)=[C:26]([CH2:46][CH2:47][CH3:48])[N:25]=[C:24]3[CH3:49])[CH:21]=[CH:22][C:16]=2[O:15]1 |f:0.1,2.3|. Procedure: A mixture of hydroxylammonium chloride (1.14 g), sodium hydrogen carbonate (1.6 g) and dimethyl sulfoxide (10 mL) was stirred at 40° C. for 30 min, 4′-{[1-(2,2-dimethyl-2,3-dihydro-1-benzofuran-5-yl)-2-methyl-6-oxo-4-propyl-1,6-dihydropyrimidin-5-yl]methyl}-2′-fluorobiphenyl-2-carbonitrile (0.98 g) was added, and the mixture was stirred at 90° C. for 12 hr. The reaction mixture was diluted with ethyl acetate, washed with water and then with saturated brine, and dried over anhydrous magnesium sul... Procedure details: To a 20 mL round-bottomed flask equipped for magnetic stirring and fitted with a reflux condenser was added 2-(4-{2-[2-(4′-methoxybiphenyl-4-yl)-5-methyloxazol-4-yl]ethoxy}phenoxy)-2-methylpropionic acid ethyl ester (0.268 mmoles), lithium hydroxide (0.535 mmoles, 0.268 mL of a 2N solution), and ethanol (5 mL). This solution was heated to reflux for 2 h. Distilled water was added to the mixture and the pH was adjusted to 3 using a 1N HCl solution. The organic layer was extracted with ethyl aceta... Reactants: C(C)OC(C(C)(C)OC1=CC=C(C=C1)OCCC=1N=C(OC1C)C1=CC=C(C=C1)C1=CC=C(C=C1)OC)=O (2-(4-{2-[2-(4′-methoxybiphenyl-4-yl)-5-methyloxazol-4-yl]ethoxy}phenoxy)-2-methylpropionic acid ethyl ester), [OH-].[Li+] (lithium hydroxide), solution, C(C)O (ethanol), Cl (HCl). As a reaction SMILES: C([O:3][C:4](=[O:38])[C:5]([O:8][C:9]1[CH:14]=[CH:13][C:12]([O:15][CH2:16][CH2:17][C:18]2[N:19]=[C:20]([C:24]3[CH:29]=[CH:28][C:27]([C:30]4[CH:35]=[CH:34][C:33]([O:36][CH3:37])=[CH:32][CH:31]=4)=[CH:26][CH:25]=3)[O:21][C:22]=2[CH3:23])=[CH:11][CH:10]=1)([CH3:7])[CH3:6])C.[OH-].[Li+].C(O)C.Cl>O>[CH3:37][O:36][C:33]1[CH:32]=[CH:31][C:30]([C:27]2[CH:26]=[CH:25][C:24]([C:20]3[O:21][C:22]([CH3:23])=[C:18]([CH2:17][CH2:16][O:15][C:12]4[CH:11]=[CH:10][C:9]([O:8][C:5]([CH3:6])([CH3:7])[C:4]([OH:38])=[O:3])=[CH:14][CH:13]=4)[N:19]=3)=[CH:29][CH:28]=2)=[CH:35][CH:34]=1 |f:1.2|. Product: COC1=CC=C(C=C1)C1=CC=C(C=C1)C=1OC(=C(N1)CCOC1=CC=C(OC(C(=O)O)(C)C)C=C1)C (2-(4-{2-[2-(4′-methoxybiphenyl-4-yl)-5-methyloxazol-4-yl]ethoxy}phenoxy)-2-methylpropionic acid). Run in O (water). The reactants are BrC=1C(=C(C(=NC1)N)[N+](=O)[O-])N1CCN(CC1)CC1=CN=CN1C (5-bromo-4-(4-((1-methyl-1H-imidazol-5-yl)methyl)piperazin-1-yl)-3-nitropyridin-2-amine), C(C)(C)(C)OC(=O)N1CCN(CC1)CC1=CC=C(C=C1)C=O (tert-butyl-4-(4-formylbenzyl)piperazine-1-carboxylate), [O-]S(=O)S(=O)[O-].[Na+].[Na+] (Na2S2O4). The reagents and catalysts are N (NH3). Solvent: CCO (EtOH), CN(C)C=O (DMF), C(Cl)Cl (DCM). Reaction conditions: temperature 85 celsius. Product: BrC=1C(=C2C(=NC1)NC(=N2)C2=CC=C(CN1CCN(CC1)C(=O)OC(C)(C)C)C=C2)N2CCN(CC2)CC2=CN=CN2C (tert-Butyl 4-(4-(6-bromo-7-(4-((1-methyl-1H-imidazol-5-yl)methyl)piperazin-1-yl)-3H-imidazo[4,5-b]pyridin-2-yl)benzyl)piperazine-1-carboxylate). The yield is 37.8%. As a reaction SMILES: [Br:1][C:2]1[C:3]([N:12]2[CH2:17][CH2:16][N:15]([CH2:18][C:19]3[N:23]([CH3:24])[CH:22]=[N:21][CH:20]=3)[CH2:14][CH2:13]2)=[C:4]([N+:9]([O-])=O)[C:5]([NH2:8])=[N:6][CH:7]=1.[C:25]([O:29][C:30]([N:32]1[CH2:37][CH2:36][N:35]([CH2:38][C:39]2[CH:44]=[CH:43][C:42]([CH:45]=O)=[CH:41][CH:40]=2)[CH2:34][CH2:33]1)=[O:31])([CH3:28])([CH3:27])[CH3:26].[O-]S(S([O-])=O)=O.[Na+].[Na+]>CCO.CN(C=O)C.C(Cl)Cl.N>[Br:1][C:2]1[C:3]([N:12]2[CH2:17][CH2:16][N:15]([CH2:18][C:19]3[N:23]([CH3:24])[CH:22]=[N:21][CH:20]=3)[CH2:14][CH2:13]2)=[C:4]2[N:9]=[C:45]([C:42]3[CH:41]=[CH:40][C:39]([CH2:38][N:35]4[CH2:34][CH2:33][N:32]([C:30]([O:29][C:25]([CH3:26])([CH3:28])[CH3:27])=[O:31])[CH2:37][CH2:36]4)=[CH:44][CH:43]=3)[NH:8][C:5]2=[N:6][CH:7]=1 |f:2.3.4|. Reported procedure: To a mixture of 5-bromo-4-(4-((1-methyl-1H-imidazol-5-yl)methyl)piperazin-1-yl)-3-nitropyridin-2-amine (0.050 g, 0.13 mmol, 1 eq) in EtOH (2.2 mL) and DMF (0.3 mL), tert-butyl-4-(4-formylbenzyl)piperazine-1-carboxylate (0.042 g, 0.14 mmol, 1.1 eq) was added followed by a freshly prepared aqueous solution of Na2S2O4 (1M; 0.38 mL, 0.38 mmol). The reaction mixture was heated at 85° C. for 24 h, then allowed to cool to room temperature and diluted with DCM and a few drops of aqueous NH3 until comple...